Dataset: the Open Reaction Database (ORD), a public repository of structured organic reaction records. Task: describe an organic reaction: reactants, conditions, products, and yield Starting materials: [N+](=O)([O-])C1=CC=C(CC23SC(=C(N3C(C2)=O)C(=O)[O-])OC2=CC=CC=C2)C=C1 (4-nitrobenzyl-7-oxo-3-phenoxy-4-thia-1-azabicyclo[3,2,0]hept-2-ene-2-carboxylate), C([O-])(O)=O.[Na+] (sodium bicarbonate). Reagents/catalysts: [Pd] (palladium/charcoal). Run in O1CCOCC1 (dioxan), O (water). Yields the product O=C1CC2SC(=C(N12)C(=O)[O-])OC1=CC=CC=C1.[Na+] (Sodium 7-oxo-3-phenoxy-4-thia-1-azabicyclo[3,2,0]hept-2-ene-2-carboxylate). Isolated yield 74.6%. As a reaction SMILES: [N+](C1C=CC(C[C:9]23[CH2:15][C:14](=[O:16])[N:13]2[C:12]([C:17]([O-:19])=[O:18])=[C:11]([O:20][C:21]2[CH:26]=[CH:25][CH:24]=[CH:23][CH:22]=2)[S:10]3)=CC=1)([O-])=O.C(=O)(O)[O-].[Na+:33]>O1CCOCC1.O.[Pd]>[O:16]=[C:14]1[N:13]2[CH:9]([S:10][C:11]([O:20][C:21]3[CH:26]=[CH:25][CH:24]=[CH:23][CH:22]=3)=[C:12]2[C:17]([O-:19])=[O:18])[CH2:15]1.[Na+:33] |f:1.2,6.7|. Procedure details: A mixture of a solution of 56 mg of 4-nitrobenzyl-7-oxo-3-phenoxy-4-thia-1-azabicyclo[3,2,0]hept-2-ene-2-carboxylate in 3 ml of dioxan and 12.5 mg of sodium bicarbonate in 2 ml of water, and 10% palladium/charcoal was hydrogenated at 50 psi at 25° for 90 minutes. The mixture was then filtered through Celite, and lyophilized to yield 30 mg of the title compound as a pale yellow crystalline solid. The reactants are C(C)OC(=O)C1=CN(C=2C=3C=NNC3CCC12)C (1-Methyl-1,4,5,6-tetrahydro-1,6,7-triaza-as-indacene-3-carboxylic acid ethyl ester), C(#N)C1=C(C(=O)C(=C(C1=O)Cl)Cl)C#N (DDQ). Run in O1CCOCC1 (dioxane). Reaction conditions: time 2 hour. Product: C(C)OC(=O)C1=CN(C2=C3C=NNC3=CC=C12)C (1-Methyl-1,6-dihydro-1,6,7-triaza-as-indacene-3-carboxylic acid ethyl ester), solid. Isolated yield 30.0%. As a reaction SMILES: [CH2:1]([O:3][C:4]([C:6]1[C:17]2[CH2:16][CH2:15][C:14]3[NH:13][N:12]=[CH:11][C:10]=3[C:9]=2[N:8]([CH3:18])[CH:7]=1)=[O:5])[CH3:2].C(C1C(=O)C(Cl)=C(Cl)C(=O)C=1C#N)#N>O1CCOCC1>[CH2:1]([O:3][C:4]([C:6]1[C:17]2[C:9](=[C:10]3[C:14](=[CH:15][CH:16]=2)[NH:13][N:12]=[CH:11]3)[N:8]([CH3:18])[CH:7]=1)=[O:5])[CH3:2]. Reported procedure: To a mixture of 1-methyl-1,4,5,6-tetrahydro-1,6,7-triaza-as-indacene-3-carboxylic acid ethyl ester A1 (1.65 mmol) in dioxane (45 mL) under argon, DDQ (1.2 eq) was added and the reaction was kept at 100° C. for 2 h. The residue obtained after solvent evaporation was taken up with AcOEt and the organic phase was washed with water, dried (Na2SO4) and concentrated to give a crude product that was purified using the Biotage Horizon system (AcOEt/hexane 2:8). The title product was obtained as a solid ...